This data is from the Open Reaction Database (ORD), a public repository of structured organic reaction records. The task is: describe an organic reaction: reactants, conditions, products, and yield Reactants: C(C)(=O)O[C@H]1[C@H](OC=2C=NC(=C(C2)F)Cl)SC[C@H]([C@@H]1OC(C)=O)OC(C)=O (6-chloro-5-fluoro-3-pyridinyl 2,3,4-tri-O-acetyl-5-thio-β-D-xylopyranoside), XI, N1=CC(=CC=C1)B(O)O (3-pyridineboronic acid). Product: C(C)(=O)O[C@H]1[C@H](OC=2C=NC(=C(C2)F)C=2C=NC=CC2)SC[C@H]([C@@H]1OC(C)=O)OC(C)=O (5-Fluoro-6-(3-pyridinyl)-3-pyridinyl 2,3,4-tri-O-acetyl-5-thio-β-D-xylo-pyranoside). RXN SMILES: [C:1]([O:4][C@@H:5]1[C@@H:19]([O:20][C:21](=[O:23])[CH3:22])[C@H:18]([O:24][C:25](=[O:27])[CH3:26])[CH2:17][S:16][C@H:6]1[O:7][C:8]1[CH:9]=[N:10][C:11](Cl)=[C:12]([F:14])[CH:13]=1)(=[O:3])[CH3:2].[N:28]1[CH:33]=[CH:32][CH:31]=[C:30](B(O)O)[CH:29]=1>>[C:1]([O:4][C@@H:5]1[C@@H:19]([O:20][C:21](=[O:23])[CH3:22])[C@H:18]([O:24][C:25](=[O:27])[CH3:26])[CH2:17][S:16][C@H:6]1[O:7][C:8]1[CH:9]=[N:10][C:11]([C:30]2[CH:29]=[N:28][CH:33]=[CH:32][CH:31]=2)=[C:12]([F:14])[CH:13]=1)(=[O:3])[CH3:2]. Procedure details: By carrying out the operation analogously to example 213, starting from 6-chloro-5-fluoro-3-pyridinyl 2,3,4-tri-O-acetyl-5-thio-β-D-xylopyranoside, obtained according to preparation XI, and 3-pyridineboronic acid, the desired product is obtained and is used directly in the deacetylation stage. The reactants are Cl (hydrochloric acid), CC1=CC(=C2C(=N1)CCOC2)OCC2=CC=C(C=C2)C2=C(C=CC=C2)C=2N=NN(N2)C(C2=CC=CC=C2)(C2=CC=CC=C2)C2=CC=CC=C2 (7,8-dihydro-2-methyl-4-[(2'-(2-triphenylmethyl-2H-tetrazol-5-yl)biphenyl-4-yl)methoxy]-5H-pyrano[4,3-b]pyridine). Solvent: C(C)O (ethanol), CO (methanol). Conditions: time 18 hour. Yields the product Cl.CC1=CC(=C2C(=N1)CCOC2)OCC2=CC=C(C=C2)C2=C(C=CC=C2)C2=NN=NN2 (7,8-dihydro-2-methyl-4-[(2'-(1H-tetrazol-5-yl)biphenyl-4-yl)methoxy]-5H-pyrano[4,3-b]-pyridine hydrochloride). As a reaction SMILES: [ClH:1].[CH3:2][C:3]1[N:8]=[C:7]2[CH2:9][CH2:10][O:11][CH2:12][C:6]2=[C:5]([O:13][CH2:14][C:15]2[CH:20]=[CH:19][C:18]([C:21]3[CH:26]=[CH:25][CH:24]=[CH:23][C:22]=3[C:27]3[N:28]=[N:29][N:30](C(C4C=CC=CC=4)(C4C=CC=CC=4)C4C=CC=CC=4)[N:31]=3)=[CH:17][CH:16]=2)[CH:4]=1>C(O)C.CO>[ClH:1].[CH3:2][C:3]1[N:8]=[C:7]2[CH2:9][CH2:10][O:11][CH2:12][C:6]2=[C:5]([O:13][CH2:14][C:15]2[CH:16]=[CH:17][C:18]([C:21]3[CH:26]=[CH:25][CH:24]=[CH:23][C:22]=3[C:27]3[NH:28][N:29]=[N:30][N:31]=3)=[CH:19][CH:20]=2)[CH:4]=1 |f:4.5|. Procedure: Concentrated hydrochloric acid (0.75 ml) was added to a solution of 7,8-dihydro-2-methyl-4-[(2'-(2-triphenylmethyl-2H-tetrazol-5-yl)biphenyl-4-yl)methoxy]-5H-pyrano[4,3-b]pyridine (A1) (0.94 g) in ethanol (6 ml) and methanol (3 ml). The solution was left to stand for 18 hours, and the precipitated solid collected by filtration, and washed with ether to give 7,8-dihydro-2-methyl-4-[(2'-(1H-tetrazol-5-yl)biphenyl-4-yl)methoxy]-5H-pyrano[4,3-b]-pyridine hydrochloride (0.47 g), as a white solid, m.p...